This data is from the Open Reaction Database (ORD), a public repository of structured organic reaction records. The task is: describe an organic reaction: reactants, conditions, products, and yield Starting materials: O[C@@H](CN1N=CC2=CC=C(C=C12)O)C (1-[(R)-2-hydroxypropyl]-1H-indazol-6-ol), BrN1C(CCC1=O)=O (N-bromosuccinimide). Solvent: O1CCCC1 (tetrahydrofuran). Yields the product BrC=1C(=CC=C2C=NN(C12)C[C@@H](C)O)O (7-Bromo-1-[(R)-2-hydroxypropyl]-1H-indazol-6-ol). Reaction SMILES: [OH:1][C@H:2]([CH3:14])[CH2:3][N:4]1[C:12]2[C:7](=[CH:8][CH:9]=[C:10]([OH:13])[CH:11]=2)[CH:6]=[N:5]1.[Br:15]N1C(=O)CCC1=O>O1CCCC1>[Br:15][C:11]1[C:10]([OH:13])=[CH:9][CH:8]=[C:7]2[C:12]=1[N:4]([CH2:3][C@H:2]([OH:1])[CH3:14])[N:5]=[CH:6]2. Reported procedure: A solution of 1-[(R)-2-hydroxypropyl]-1H-indazol-6-ol (4.76 g, 24.8 mmol) in tetrahydrofuran (50 mL), cooled in an ice bath, added small portions of N-bromosuccinimide (4.41 g, 24.8 mmol) and stirred while the reaction warmed to room temperature. The reaction was quenched with aqueous saturated sodium sulfite (100 mL) and extracted with ethyl acetate (100 mL). The combined extracts were dried (magnesium sulfate), filtered and evaporated to a yellow solid (7 g): mp 134–136° C.; LC/MS m/z 271/273. Reactants: N#Cc1cccc(Br)c1, O=C([O-])[O-], CN1CC2CCN(c3ccc(CN)cc3)C2C1, Cc1ccccc1, [Cs+], [Cs+], O=C(C=Cc1ccccc1)C=Cc1ccccc1, O=C(C=Cc1ccccc1)C=Cc1ccccc1, O=C(C=Cc1ccccc1)C=Cc1ccccc1, O, [Pd], [Pd], c1ccc(P(c2ccccc2)c2ccc3ccccc3c2-c2c(P(c3ccccc3)c3ccccc3)ccc3ccccc23)cc1. Product: CN1CC2CCN(c3ccc(CNc4cccc(C#N)c4)cc3)C2C1. Reaction SMILES: [Br:18][c:19]1[cH:20][c:21]([C:22]#[N:23])[cH:24][cH:25][cH:26]1.[C:73](=[O:74])([O-:75])[O-:76].[CH3:1][N:2]1[CH2:3][CH:4]2[N:5]([c:10]3[cH:11][cH:12][c:13]([CH2:16][NH2:17])[cH:14][cH:15]3)[CH2:6][CH2:7][CH:8]2[CH2:9]1.[CH3:79][c:80]1[cH:81][cH:82][cH:83][cH:84][cH:85]1.[Cs+:77].[Cs+:78].[O:107]=[C:108]([CH:109]=[CH:110][c:111]1[cH:112][cH:113][cH:114][cH:115][cH:116]1)[CH:117]=[CH:118][c:119]1[cH:120][cH:121][cH:122][cH:123][cH:124]1.[O:125]=[C:126]([CH:127]=[CH:128][c:129]1[cH:130][cH:131][cH:132][cH:133][cH:134]1)[CH:135]=[CH:136][c:137]1[cH:138][cH:139][cH:140][cH:141][cH:142]1.[O:89]=[C:90]([CH:91]=[CH:92][c:93]1[cH:94][cH:95][cH:96][cH:97][cH:98]1)[CH:99]=[CH:100][c:101]1[cH:102][cH:103][cH:104][cH:105][cH:106]1.[OH2:86].[Pd:87].[Pd:88].[cH:27]1[cH:28][cH:29][c:30]([P:31]([c:32]2[cH:33][cH:34][c:35]3[c:36]([cH:37][cH:38][cH:39][cH:40]3)[c:41]2-[c:42]2[c:43]3[c:44]([cH:45][cH:46][cH:47][cH:48]3)[cH:49][cH:50][c:51]2[P:52]([c:53]2[cH:54][cH:55][cH:56][cH:57][cH:58]2)[c:59]2[cH:60][cH:61][cH:62][cH:63][cH:64]2)[c:65]2[cH:66][cH:67][cH:68][cH:69][cH:70]2)[cH:71][cH:72]1>>[CH3:1][N:2]1[CH2:3][CH:4]2[N:5]([c:10]3[cH:11][cH:12][c:13]([CH2:16][NH:17][c:19]4[cH:20][c:21]([C:22]#[N:23])[cH:24][cH:25][cH:26]4)[cH:14][cH:15]3)[CH2:6][CH2:7][CH:8]2[CH2:9]1. The reactants are CCCC1(O)CCNC1C, COc1cc(F)ccc1C#N, [Li+], [Li+], O=C([O-])[O-]. Product: CCCC1(O)CCN(c2ccc(C#N)c(OC)c2)C1C. As a reaction SMILES: [CH3:1][CH:2]1[NH:3][CH2:4][CH2:5][C:6]1([OH:7])[CH2:8][CH2:9][CH3:10].[F:11][c:12]1[cH:13][c:14]([O:20][CH3:21])[c:15]([C:16]#[N:17])[cH:18][cH:19]1.[Li+:22].[Li+:23].[O-:24][C:25](=[O:26])[O-:27]>>[CH3:1][CH:2]1[N:3]([c:12]2[cH:13][c:14]([O:20][CH3:21])[c:15]([C:16]#[N:17])[cH:18][cH:19]2)[CH2:4][CH2:5][C:6]1([OH:7])[CH2:8][CH2:9][CH3:10].